Dataset: the Open Reaction Database (ORD), a public repository of structured organic reaction records. Task: describe an organic reaction: reactants, conditions, products, and yield The reactants are O=C(Cl)C(Br)CCBr, CCOC(C)=O, NC(N)=O, c1ccccc1. The product is NC(=O)N1CCC(Br)C1=O. As a reaction SMILES: [Br:1][CH:2]([C:3](=[O:4])[Cl:8])[CH2:6][CH2:7][Br:5].[CH3:19][CH2:20][O:21][C:22](=[O:23])[CH3:24].[NH2:9][C:10]([NH2:11])=[O:12].[cH:13]1[cH:14][cH:15][cH:16][cH:17][cH:18]1>>[Br:1][CH:2]1[C:3](=[O:4])[N:11]([C:10]([NH2:9])=[O:12])[CH2:7][CH2:6]1. Starting materials: OC(C1CCC=2N(C3=CC=CC=C3C2CCC)C1=O)C=1N=CN(C1C)C(C1=CC=CC=C1)(C1=CC=CC=C1)C1=CC=CC=C1 (8,9-dihydro-7-[(hydroxy)(5-methyl-1-trityl-1H-imidazol-4-yl)methyl]-10-propylpyrido[1,2-a]indol-6(7H)-one). The solvent is C(C)(=O)O (acetic acid), O (water). Conditions: temperature 60 celsius, time 4 hour. Yields the product OC(C1CCC=2N(C3=CC=CC=C3C2CCC)C1=O)C=1N=CNC1C (8,9-dihydro-7-[(hydroxy)(5-methyl-1H-imidazol-4-yl)methyl]-10-propylpyrido[1,2-a]indol-6(7H)-one). As a reaction SMILES: [OH:1][CH:2]([C:20]1[N:21]=[CH:22][N:23](C(C2C=CC=CC=2)(C2C=CC=CC=2)C2C=CC=CC=2)[C:24]=1[CH3:25])[CH:3]1[C:18](=[O:19])[N:7]2[C:8]3[C:13]([C:14]([CH2:15][CH2:16][CH3:17])=[C:6]2[CH2:5][CH2:4]1)=[CH:12][CH:11]=[CH:10][CH:9]=3>C(O)(=O)C.O>[OH:1][CH:2]([C:20]1[N:21]=[CH:22][NH:23][C:24]=1[CH3:25])[CH:3]1[C:18](=[O:19])[N:7]2[C:8]3[C:13]([C:14]([CH2:15][CH2:16][CH3:17])=[C:6]2[CH2:5][CH2:4]1)=[CH:12][CH:11]=[CH:10][CH:9]=3. Procedure details: A solution of 8,9-dihydro-7-[(hydroxy)(5-methyl-1-trityl-1H-imidazol-4-yl)methyl]-10-propylpyrido[1,2-a]indol-6(7H)-one (1.65 g) in a mixture of acetic acid and water (4:1, 90 ml) was stirred at 60° C. for 4 hours. After evaporation of the solvent, the residue was diluted with as aqueous sodium bicarbonate solution and extracted three times with methylene chloride. The organic layer was washed with water and brine, dried over anhydrous magnesium sulfate, and evaporated in vacuo. The crystalline ...